From a dataset of the Open Reaction Database (ORD), a public repository of structured organic reaction records. describe an organic reaction: reactants, conditions, products, and yield Starting materials: [OH-].[K+] (potassium hydroxide), Cl (hydrochloric acid), 5-bromo-2-hydroxy, BrC1=CC=C(C(C=O)=C1)O (5-Bromosalicylaldehyde), COC1=CC=C(C=C1)C(C)=O (p-methoxyacetophenone). The solvent is O (water), C(C)O (ethanol). Reaction conditions: time 8 hour. Yields the product BrC=1C=CC(=C(C1)C=CC(=O)C1=CC=C(C=C1)OC)O (5-Bromo-2-hydroxy-4'-methoxychalcone). As a reaction SMILES: [Br:1][C:2]1[CH:9]=[C:6]([CH:7]=O)[C:5]([OH:10])=[CH:4][CH:3]=1.[CH3:11][O:12][C:13]1[CH:18]=[CH:17][C:16]([C:19](=[O:21])[CH3:20])=[CH:15][CH:14]=1.[OH-].[K+].Cl>C(O)C.O>[Br:1][C:2]1[CH:3]=[CH:4][C:5]([OH:10])=[C:6]([CH:7]=[CH:20][C:19]([C:16]2[CH:17]=[CH:18][C:13]([O:12][CH3:11])=[CH:14][CH:15]=2)=[O:21])[CH:9]=1 |f:2.3|. Procedure details: 5-Bromosalicylaldehyde (20.1 g) and p-methoxyacetophenone (15.0 g) were dissolved in ethanol (80 ml) and a solution of potassium hydroxide (26.5 g) in water (40 ml) was added, with cooling. The reaction mixture was allowed to stand overnight, and then was acidified by addition to excess hydrochloric acid. The precipitated 5-bromo-2-hydroxy.4'-methoxychalcone was filtered off, washed with water, and recrystallised from ethanol, 27.5 g, m.p. 177°-179°. The reactants are C(C)(=O)SCSC=1N=NNC1 (4-acetylthiomethylthio-1,2,3-triazole), C[Si](C)(C)[N-][Si](C)(C)C.[Li+] (lithium bis(trimethylsilyl)amide), FC(S(=O)(=O)OC)(F)F (methyl trifluoromethanesulfonate). The solvent is O1CCCC1 (tetrahydrofuran), O1CCCC1 (tetrahydrofuran), Cl (hydrochloric acid), O (water). Reaction conditions: time 5 minute. The product is C(C)(=O)SCSC=1N(N=NC1)C (4-acetylthiomethylthio-3-methyl-1,2,3-triazole). RXN SMILES: [C:1]([S:4][CH2:5][S:6][C:7]1[N:8]=[N:9][NH:10][CH:11]=1)(=[O:3])[CH3:2].[CH3:12][Si]([N-][Si](C)(C)C)(C)C.[Li+].FC(F)(F)S(OC)(=O)=O>O1CCCC1.Cl.O>[C:1]([S:4][CH2:5][S:6][C:7]1[N:8]([CH3:12])[N:9]=[N:10][CH:11]=1)(=[O:3])[CH3:2] |f:1.2|. Procedure: To a solution of 4-acetylthiomethylthio-1,2,3-triazole (6 g : 31.75 mMol.) in tetrahydrofuran (30 ml) is added dropwise at -78° C. a solution of 1M lithium bis(trimethylsilyl)amide in tetrahydrofuran (35 ml : 35 mMol.), and the mixture is stirred at the same temperature for 5 minutes and added methyl trifluoromethanesulfonate (4.0 ml : 35 mMol.). After stirring at the same temperature for 2 hours, the reaction mixture is diluted with 10% hydrochloric acid (26 ml) and water, and extracted with et... The reactants are Cc1c(Br)cnc2ncccc12, C1COCCO1, O, O=[Se]=O. Product: O=Cc1c(Br)cnc2ncccc12. As a reaction SMILES: [Br:1][c:2]1[cH:3][n:4][c:5]2[n:6][cH:7][cH:8][cH:9][c:10]2[c:11]1[CH3:12].[O:13]1[CH2:14][CH2:15][O:16][CH2:17][CH2:18]1.[OH2:22].[Se:19](=[O:20])=[O:21]>>[Br:1][c:2]1[cH:3][n:4][c:5]2[n:6][cH:7][cH:8][cH:9][c:10]2[c:11]1[CH:12]=[O:13]. Reactants: P(O)(O)(O)=O (phosphoric acid), N1(C=NC=C1)C1(C2=CC=CC=C2C(C=2C=CC=CC12)=O)C1=CC=C(C=C1)C (9,10-dihydro-9-imidazol-1-yl-9-(4-methylphenyl)-10-oxo-anthracene). Run in C(Cl)Cl (methylene chloride). Reaction conditions: time 2 hour. Product: OP(O)(=O)OP(=O)(O)O.N1(C=NC=C1)C1(C2=CC=CC=C2C(C=2C=CC=CC12)=O)C1=CC=C(C=C1)C (9,10-dihydro-9-imidazol-1-yl-9-(4-methylphenyl)-10-oxo-anthracene diphosphate). Yield: 83.0%. Reaction SMILES: [P:1](=[O:5])([OH:4])([OH:3])[OH:2].[N:6]1([C:11]2([C:26]3[CH:31]=[CH:30][C:29]([CH3:32])=[CH:28][CH:27]=3)[C:24]3[CH:23]=[CH:22][CH:21]=[CH:20][C:19]=3[C:18](=[O:25])[C:17]3[C:12]2=[CH:13][CH:14]=[CH:15][CH:16]=3)[CH:10]=[CH:9][N:8]=[CH:7]1>C(Cl)Cl>[OH:5][P:1]([O:4][P:1]([OH:4])([OH:3])=[O:2])(=[O:3])[OH:2].[N:6]1([C:11]2([C:26]3[CH:27]=[CH:28][C:29]([CH3:32])=[CH:30][CH:31]=3)[C:12]3[CH:13]=[CH:14][CH:15]=[CH:16][C:17]=3[C:18](=[O:25])[C:19]3[C:24]2=[CH:23][CH:22]=[CH:21][CH:20]=3)[CH:10]=[CH:9][N:8]=[CH:7]1 |f:3.4|. Procedure: 3.54 g of 85% strength phosphoric acid are added dropwise to 6 g (0.0172 mol) of 9,10-dihydro-9-imidazol-1-yl-9-(4-methylphenyl)-10-oxo-anthracene (compare Example 1) in 200 ml of methylene chloride and the mixture is subsequently stirred for 2 hours at room temperature. The solid which separates out is filtered off, washed with 150 ml of ether and 150 ml of acetone and dried over phosphorus pentoxide at 70° C. 7.8 g (83% of theory) of 9,10-dihydro-9-imidazol-1-yl-9-(4-methylphenyl)-10-oxo-anthr... Solvent: O1CCCC1 (tetrahydrofuran). The product is C(N)(=O)OC[C@@H]1OC[C@H](C1)S (trans-(±)-Tetrahydro-4-mercapto-2-furanmethanol 2-carbamate). Procedure details: The title compound is prepared by the procedure of Example 16 using 0.109 g of product from Example 7, 120 microliter of 25% methoxide/methyl alcohol, 1.75 ml of tetrahydrofuran, 280 microliter of 1.86N hydrochloric acid/isopropyl alcohol to give the desired product as a white solid. As a reaction SMILES: [NH2:1][C:2]([O:4][CH2:5][C@@H:6]1[O:10][CH2:9][C@@H:8]([S:11]C(=O)C)[CH2:7]1)=[O:3].C[O-].CO.Cl.C(O)(C)C>O1CCCC1>[C:2]([O:4][CH2:5][C@H:6]1[CH2:7][C@H:8]([SH:11])[CH2:9][O:10]1)(=[O:3])[NH2:1] |f:1.2,3.4|. Reactants: NC(=O)OC[C@H]1C[C@@H](CO1)SC(C)=O (Ethanethioic acid trans-(±)-S-[5-[[(aminocarbonyl)oxy]methyl]tetrahydro-3-furanyl]ester), C[O-].CO (methoxide methyl alcohol), Cl.C(C)(C)O (hydrochloric acid isopropyl alcohol). Starting materials: ice water, C(C)(=O)OCC (ethyl acetate), cuprous chloride, Cl (hydrochloric acid), N(=O)[O-].[Na+] (Sodium nitrite), S(O)(O)(=O)=O (sulfuric acid), NC1=C(C#N)C=C(C(=C1C)F)F (2-amino-4,5-difluoro-3-methylbenzonitrile). Run in C(C)(=O)O (acetic acid). Reaction conditions: temperature 70 celsius, time 30 minute. Product: ClC1=C(C#N)C=C(C(=C1C)F)F (2-chloro-4,5-difluoro-3-methylbenzonitrile). RXN SMILES: N([O-])=O.[Na+].S(=O)(=O)(O)O.N[C:11]1[C:18]([CH3:19])=[C:17]([F:20])[C:16]([F:21])=[CH:15][C:12]=1[C:13]#[N:14].C(OCC)(=O)C.[ClH:28]>C(O)(=O)C>[Cl:28][C:11]1[C:18]([CH3:19])=[C:17]([F:20])[C:16]([F:21])=[CH:15][C:12]=1[C:13]#[N:14] |f:0.1|. Reported procedure: Sodium nitrite (5.6 g) is added to conc. sulfuric acid (59 ml) at below 70° C. The mixture is heated at 70° C. for 10 minutes and then cooled, and thereto is added dropwise a solution of 2-amino-4,5-difluoro-3-methylbenzonitrile (12.3 g) in acetic acid (123 ml) at below 40° C. The mixture is stirred at the same temperature for 30 minutes and then added in portions to a solution of cuprous chloride (20 g) in conc. hydrochloric acid (200 ml), and thereafter is heated at 80° C. for 30 minutes. Afte... Reactants: ClC1=CC(=C(C#N)C=C1)C1=CC(=NC=C1OC)OC (4-chloro-2-(2,5-dimethoxypyridin-4-yl)benzonitrile), Cl.[NH+]1=CC=CC=C1 (pyridinium hydrochloride). Product: ClC1=CC(=C(C#N)C=C1)C1=CC(NC=C1OC)=O (4-Chloro-2-(5-methoxy-2-oxo-1,2-dihydropyridin-4-yl)benzonitrile). RXN SMILES: [Cl:1][C:2]1[CH:9]=[CH:8][C:5]([C:6]#[N:7])=[C:4]([C:10]2[C:15]([O:16][CH3:17])=[CH:14][N:13]=[C:12]([O:18]C)[CH:11]=2)[CH:3]=1.Cl.[NH+]1C=CC=CC=1>>[Cl:1][C:2]1[CH:9]=[CH:8][C:5]([C:6]#[N:7])=[C:4]([C:10]2[C:15]([O:16][CH3:17])=[CH:14][NH:13][C:12](=[O:18])[CH:11]=2)[CH:3]=1 |f:1.2|. Procedure: 7.23 g (purity 92%, 24.21 mmol) of 4-chloro-2-(2,5-dimethoxypyridin-4-yl)benzonitrile and pyridinium hydrochloride were reacted according to General Method 3A. Yield: 6.66 g (purity 91%, 96% of theory)